The task is: describe an organic reaction: reactants, conditions, products, and yield. This data is from the Open Reaction Database (ORD), a public repository of structured organic reaction records. The reactants are O=C(CBr)OCc1ccccc1, CCCCCCCCCCCCCCCCCCOc1cccc(N)c1, CC(C)=O. Product: CCCCCCCCCCCCCCCCCCOc1cccc(NCC(=O)OCc2ccccc2)c1. Reaction SMILES: [Br:27][CH2:28][C:29](=[O:30])[O:31][CH2:32][c:33]1[cH:34][cH:35][cH:36][cH:37][cH:38]1.[CH2:1]([CH2:2][CH2:3][CH2:4][CH2:5][CH2:6][CH2:7][CH2:8][CH2:9][CH2:10][CH2:11][CH2:12][CH2:13][CH2:14][CH2:15][CH2:16][CH2:17][CH3:18])[O:19][c:20]1[cH:21][c:22]([NH2:26])[cH:23][cH:24][cH:25]1.[CH3:39][C:40](=[O:41])[CH3:42]>>[CH2:1]([CH2:2][CH2:3][CH2:4][CH2:5][CH2:6][CH2:7][CH2:8][CH2:9][CH2:10][CH2:11][CH2:12][CH2:13][CH2:14][CH2:15][CH2:16][CH2:17][CH3:18])[O:19][c:20]1[cH:21][c:22]([NH:26][CH2:28][C:29](=[O:30])[O:31][CH2:32][c:33]2[cH:34][cH:35][cH:36][cH:37][cH:38]2)[cH:23][cH:24][cH:25]1.